From a dataset of the Open Reaction Database (ORD), a public repository of structured organic reaction records. describe an organic reaction: reactants, conditions, products, and yield The reactants are OC1CN(CCC1C1=CC=C(C=C1)O)C(=O)OC(C)(C)C (tert-butyl (3RS,4RS)-3-hydroxy-4-(4-hydroxy-phenyl)-piperidine-1-carboxylate), C([O-])([O-])=O.[K+].[K+] (potassium carbonate), Example 46 ( b ), Example 44 ( e ), C(C#C)Br (propargyl bromide). The solvent is CC(=O)C (acetone). The product is OC1CN(CCC1C1=CC=C(C=C1)OCC#C)C(=O)OC(C)(C)C (tert-butyl (3RS,4RS)-3-hydroxy-4-(4-prop-2-ynyloxy-phenyl)-piperidine-1-carboxylate), BrCC1=CC2=CC=CC=C2C=C1 (2-bromomethylnaphthalene), Example 1 ( g ). Reaction SMILES: [OH:1][CH:2]1[CH:7]([C:8]2[CH:13]=[CH:12][C:11]([OH:14])=[CH:10][CH:9]=2)[CH2:6][CH2:5][N:4]([C:15]([O:17][C:18]([CH3:21])([CH3:20])[CH3:19])=[O:16])[CH2:3]1.[CH2:22]([Br:25])[C:23]#[CH:24].C(=O)([O-])[O-].[K+].[K+]>CC(C)=O>[OH:1][CH:2]1[CH:7]([C:8]2[CH:9]=[CH:10][C:11]([O:14][CH2:24][C:23]#[CH:22])=[CH:12][CH:13]=2)[CH2:6][CH2:5][N:4]([C:15]([O:17][C:18]([CH3:21])([CH3:20])[CH3:19])=[O:16])[CH2:3]1.[Br:25][CH2:22][C:23]1[CH:6]=[CH:7][C:8]2[C:9](=[CH:10][CH:11]=[CH:12][CH:13]=2)[CH:24]=1 |f:2.3.4|. Procedure: In an analogous manner to that described in Example 44 (e), by alkylating tert-butyl (3RS,4RS)-3-hydroxy-4-(4-hydroxy-phenyl)-piperidine-1-carboxylate [Example 46 (b)] with propargyl bromide in the presence of potassium carbonate in acetone there was obtained tert-butyl (3RS,4RS)-3-hydroxy-4-(4-prop-2-ynyloxy-phenyl)-piperidine-1-carboxylate, alkylation of which with 2-bromomethylnaphthalene in analogy to Example 1 (g) gave tert-butyl (3RS,4RS)-3-(naphthalen-2-ylmethoxy)-4-(4-prop-2-ynyloxy-phen... The reactants are FC(C1=NN(C(N1C1=C(C=C(C=C1)C#C[Si](C)(C)C)C)=S)C)(F)F (3-trifluoromethyl-4,5-dihydro-1-methyl-4-(2-methyl-4-trimethylsilylethynylphenyl)-1,2,4-triazol-5-(1H)-thione), [F-].C(CCC)[N+](CCCC)(CCCC)CCCC (tetrabutylammonium fluoride). Solvent: O1CCCC1 (tetrahydrofuran). Run at time 20 minute. The product is C(#C)C1=CC(=C(C=C1)N1C(=NN(C1=S)C)C(F)(F)F)C (4-(4-ethynyl-2-methylphenyl)-3-trifluoromethyl-4,5-dihydro-1-methyl-1,2,4-triazol-5(1H)-thione). The yield is 70.7%. As a reaction SMILES: [F:1][C:2]([F:24])([F:23])[C:3]1[N:7]([C:8]2[CH:13]=[CH:12][C:11]([C:14]#[C:15][Si](C)(C)C)=[CH:10][C:9]=2[CH3:20])[C:6](=[S:21])[N:5]([CH3:22])[N:4]=1.[F-].C([N+](CCCC)(CCCC)CCCC)CCC>O1CCCC1>[C:14]([C:11]1[CH:12]=[CH:13][C:8]([N:7]2[C:6](=[S:21])[N:5]([CH3:22])[N:4]=[C:3]2[C:2]([F:24])([F:23])[F:1])=[C:9]([CH3:20])[CH:10]=1)#[CH:15] |f:1.2|. Procedure details: To a stirred mixture of 4.40 g (0.0119 mole) of 3-trifluoromethyl-4,5-dihydro-1-methyl-4-(2-methyl-4-trimethylsilylethynylphenyl)-1,2,4-triazol-5-(1H)-thione in 75 ml of tetrahydrofuran was added 10.8 g (0.0414 mole) of tetrabutylammonium fluoride. This mixture was stirred for about 20 minutes, and the reaction was partitioned between 75 ml of diethyl ether and 150 ml of an aqueous sodium chloride solution. The organic phase was dried over anhydrous magnesium sulfate and was filtered. The filtra... Reactants: [BH4-].[Na+] (sodium borohydride), FC=1C(=C(C=CC1)CC#N)O ((3-fluoro-2-hydroxyphenyl)acetonitrile), C(C)(=O)OC(C)=O (acetic anhydride). Reagents/catalysts: O.O.O.O.O.O.[Ni](Cl)Cl (nickel chloride hexahydrate). The solvent is CO (methanol). Reaction conditions: time 22 hour. Yields the product FC=1C(=C(C=CC1)CCNC(C)=O)O (N-[2-(3-Fluoro-2-hydroxyphenyl)ethyl]acetamide), SiO2. As a reaction SMILES: [F:1][C:2]1[C:3]([OH:11])=[C:4]([CH2:8][C:9]#[N:10])[CH:5]=[CH:6][CH:7]=1.[C:12](OC(=O)C)(=[O:14])[CH3:13].[BH4-].[Na+]>CO.O.O.O.O.O.O.[Ni](Cl)Cl>[F:1][C:2]1[C:3]([OH:11])=[C:4]([CH2:8][CH2:9][NH:10][C:12](=[O:14])[CH3:13])[CH:5]=[CH:6][CH:7]=1 |f:2.3,5.6.7.8.9.10.11|. Procedure details: A solution of 1.54 g of (3-fluoro-2-hydroxyphenyl)acetonitrile, 1.87 ml of acetic anhydride and 2.41 g of nickel chloride hexahydrate in 75 ml of methanol is admixed at 0° C. with 2.72 g of sodium borohydride in portions and stirred at room temperature over 22 hours. The reaction mixture is concentrated by evaporation, and the residue is diluted with ethyl acetate and saturated aqueous sodium bicarbonate solution and clarified by filtration. The aqueous phase is extracted with ethyl acetate (3×)...